From a dataset of the Open Reaction Database (ORD), a public repository of structured organic reaction records. describe an organic reaction: reactants, conditions, products, and yield The reactants are [F-], O=S(=O)(Cl)c1ccccc1F, [K+], C1COCCO1, O. The product is O=S(=O)(F)c1ccccc1F. Reaction SMILES: [F-:1].[F:3][c:4]1[c:5]([S:10](=[O:11])(=[O:12])[Cl:13])[cH:6][cH:7][cH:8][cH:9]1.[K+:2].[O:14]1[CH2:15][CH2:16][O:17][CH2:18][CH2:19]1.[OH2:20]>>[F:1][S:10]([c:5]1[c:4]([F:3])[cH:9][cH:8][cH:7][cH:6]1)(=[O:11])=[O:12]. Reactants: ClC=1C(=NC=CC1)N1CC2CCC(C1)N2C(=O)OC(C)(C)C (tert-Butyl 3-(3-chloro-2-pyridinyl)-3,8-diazabicyclo[3.2.1]octane-8-carboxylate), FC(C(=O)O)(F)F (trifluoroacetic acid). Reported procedure: tert-Butyl 3-(3-chloro-2-pyridinyl)-3,8-diazabicyclo[3.2.1]octane-8-carboxylate (419 mg, 1.29 mmol) in dry dichloromethane (5 mL) was treated with trifluoroacetic acid and stirred at room temperature for an hour. The mixture was concentrated under reduced pressure and the residue was treated with 1N sodium hydroxide solution. The mixture was extracted with ethyl acetate and the organic phase was concentrated under reduced pressure to provide the title compound. MS (ESI) m/z: 224 (M+H)+; 1H NMR (... As a reaction SMILES: [Cl:1][C:2]1[C:3]([N:8]2[CH2:14][CH:13]3[N:15](C(OC(C)(C)C)=O)[CH:10]([CH2:11][CH2:12]3)[CH2:9]2)=[N:4][CH:5]=[CH:6][CH:7]=1.FC(F)(F)C(O)=O>ClCCl>[Cl:1][C:2]1[C:3]([N:8]2[CH2:9][CH:10]3[NH:15][CH:13]([CH2:12][CH2:11]3)[CH2:14]2)=[N:4][CH:5]=[CH:6][CH:7]=1. Run in ClCCl (dichloromethane). Product: ClC=1C(=NC=CC1)N1CC2CCC(C1)N2 (3-(3-chloro-2-pyridinyl)-3,8-diazabicyclo[3.2.1]octane). Reactants: CCN(CC)c1ccccc1, C#CC(Oc1cc(C(=O)OC)cc(OC)c1OC)C1CC1. Yields the product COC(=O)c1cc(OC)c(OC)c2c1C=CC(C1CC1)O2. RXN SMILES: [CH2:22]([N:23]([CH2:24][CH3:25])[c:26]1[cH:27][cH:28][cH:29][cH:30][cH:31]1)[CH3:32].[CH:1]1([CH:4]([C:5]#[CH:6])[O:7][c:8]2[cH:9][c:10]([C:11](=[O:12])[O:13][CH3:14])[cH:15][c:16]([O:20][CH3:21])[c:17]2[O:18][CH3:19])[CH2:2][CH2:3]1>>[CH:1]1([CH:4]2[CH:5]=[CH:6][c:9]3[c:8]([c:17]([O:18][CH3:19])[c:16]([O:20][CH3:21])[cH:15][c:10]3[C:11](=[O:12])[O:13][CH3:14])[O:7]2)[CH2:2][CH2:3]1. The reactants are C1CCOC1, CC(C)c1noc(N2CCC(O)CC2)n1, CS(=O)(=O)c1ccc(N2CCc3c(Cl)ncnc32)c(F)c1, [H-], [Na+]. Yields the product CC(C)c1noc(N2CCC(Oc3ncnc4c3CCN4c3ccc(S(C)(=O)=O)cc3F)CC2)n1. Reaction SMILES: [CH2:39]1[O:40][CH2:41][CH2:42][CH2:43]1.[CH3:22][CH:23]([CH3:24])[c:25]1[n:26][o:27][c:28]([N:30]2[CH2:31][CH2:32][CH:33]([OH:36])[CH2:34][CH2:35]2)[n:29]1.[Cl:1][c:2]1[c:3]2[c:4]([n:5][cH:6][n:7]1)[N:8]([c:11]1[c:12]([F:21])[cH:13][c:14]([S:17](=[O:18])(=[O:19])[CH3:20])[cH:15][cH:16]1)[CH2:9][CH2:10]2.[H-:38].[Na+:37]>>[c:2]1([O:36][CH:33]2[CH2:32][CH2:31][N:30]([c:28]3[o:27][n:26][c:25]([CH:23]([CH3:22])[CH3:24])[n:29]3)[CH2:35][CH2:34]2)[c:3]2[c:4]([n:5][cH:6][n:7]1)[N:8]([c:11]1[c:12]([F:21])[cH:13][c:14]([S:17](=[O:18])(=[O:19])[CH3:20])[cH:15][cH:16]1)[CH2:9][CH2:10]2. The reactants are O=C([O-])[O-], O=C(CCl)N1CCN(Cc2ccc3c(c2)OCO3)CC1, Nc1ccc(Oc2ccc(COc3ccc(C(F)(F)F)cc3)cn2)cc1, [I-], [K+], [K+], [Na+], CN(C)C=O. Product: O=C(CNc1ccc(Oc2ccc(COc3ccc(C(F)(F)F)cc3)cn2)cc1)N1CCN(Cc2ccc3c(c2)OCO3)CC1. As a reaction SMILES: [C:27](=[O:28])([O-:29])[O-:30].[Cl:35][CH2:36][C:37](=[O:38])[N:39]1[CH2:40][CH2:41][N:42]([CH2:45][c:46]2[cH:47][c:48]3[c:52]([cH:53][cH:54]2)[O:51][CH2:50][O:49]3)[CH2:43][CH2:44]1.[F:1][C:2]([c:3]1[cH:4][cH:5][c:6]([O:7][CH2:8][c:9]2[cH:10][cH:11][c:12]([O:15][c:16]3[cH:17][cH:18][c:19]([NH2:22])[cH:20][cH:21]3)[n:13][cH:14]2)[cH:23][cH:24]1)([F:25])[F:26].[I-:34].[K+:31].[K+:32].[Na+:33].[O:55]=[CH:56][N:57]([CH3:58])[CH3:59]>>[F:1][C:2]([c:3]1[cH:4][cH:5][c:6]([O:7][CH2:8][c:9]2[cH:10][cH:11][c:12]([O:15][c:16]3[cH:17][cH:18][c:19]([NH:22][CH2:36][C:37](=[O:38])[N:39]4[CH2:40][CH2:41][N:42]([CH2:45][c:46]5[cH:47][c:48]6[c:52]([cH:53][cH:54]5)[O:51][CH2:50][O:49]6)[CH2:43][CH2:44]4)[cH:20][cH:21]3)[n:13][cH:14]2)[cH:23][cH:24]1)([F:25])[F:26]. Starting materials: NO (hydroxylamine), C(#N)C=1C=C2C=CNC2=CC1 (5-Cyanoindole), C(=O)(O)[O-].[Na+] (NaHCO3), NO (hydroxylamine), Cl (HCl), Cl (HCl). Run in CO (MeOH). Conditions: temperature 50 celsius, time 8 hour. The product is ONC(=N)C=1C=C2C=CNC2=CC1 (N-Hydroxy-1H-indole-5-carboximidamide). Reaction SMILES: [C:1]([C:3]1[CH:4]=[C:5]2[C:9](=[CH:10][CH:11]=1)[NH:8][CH:7]=[CH:6]2)#[N:2].[NH2:12][OH:13].Cl.C([O-])(O)=O.[Na+]>CO>[OH:13][NH:12][C:1]([C:3]1[CH:4]=[C:5]2[C:9](=[CH:10][CH:11]=1)[NH:8][CH:7]=[CH:6]2)=[NH:2] |f:3.4|. Procedure details: 5-Cyanoindole (1.00 g), hydroxylamine.HCl (978 mg) and NaHCO3 (2.95 g) were dissolved/suspended in MeOH (14 ml), heated to 50° C. and stirred overnight. LCMS analysis showed the reaction was incomplete after this time so a further portion of hydroxylamine.HCl (978 mg) was added and the reaction temperature raised to 80° C. The reaction was complete after 4 hours. The reaction mixture was cooled to RT and evaporated to dryness under reduced pressure. The residue was treated with 1M aqueous HCl (5... Reactants: ClCC(=O)N(C)C (2-chloro-N,N-dimethylacetamide), C1(=CC=CC=C1)C=1C(NC2=CC=CC=C2C1)=S (3-phenylquinolin-2-thione), [H-].[Na+] (sodium hydride), [H][H] (hydrogen). The solvent is CN(C=O)C (dimethylformamide), O (water). Conditions: time 2 hour. Yields the product CN(C(=O)CSC1=NC2=CC=CC=C2C=C1C1=CC=CC=C1)C (2-(dimethylcarbamoylmethylthio)-3-phenylquinoline). Reaction SMILES: [C:1]1([C:7]2[C:8](=[S:17])[NH:9][C:10]3[C:15]([CH:16]=2)=[CH:14][CH:13]=[CH:12][CH:11]=3)[CH:6]=[CH:5][CH:4]=[CH:3][CH:2]=1.[H-].[Na+].[H][H].Cl[CH2:23][C:24]([N:26]([CH3:28])[CH3:27])=[O:25]>CN(C)C=O.O>[CH3:27][N:26]([CH3:28])[C:24]([CH2:23][S:17][C:8]1[C:7]([C:1]2[CH:2]=[CH:3][CH:4]=[CH:5][CH:6]=2)=[CH:16][C:15]2[C:10](=[CH:11][CH:12]=[CH:13][CH:14]=2)[N:9]=1)=[O:25] |f:1.2|. Procedure details: 3-Phenylquinolin-2-thione (4.74 g.; see Example 6) was added in portions to a well-stirred suspension of sodium hydride (1.06 g. of a 50% w/w dispersion in mineral oil) in dimethylformamide (25 ml.) at 0°-5°. After all the hydrogen gas had evolved, 2-chloro-N,N-dimethylacetamide (2.19 g.) was added and the mixture was heated at 80°. for 2 hr. The reaction mixture was then poured into water (300 ml.) and extracted with ethyl acetate (4×50 ml.). The ethyl acetate extract was washed with water (50 ...